From a dataset of the Open Reaction Database (ORD), a public repository of structured organic reaction records. describe an organic reaction: reactants, conditions, products, and yield The reactants are FC1=CC=C(CN)C=C1 (4-fluorobenzylamine), ClC=1C2=C(N=C(N1)C1=NC=CN=C1)SC(=C2)CC (4-chloro-2-(pyrazin-2-yl)-6-ethyl-thieno-[2,3-d]-pyrimidine). Product: N1=C(C=NC=C1)C=1N=C(C2=C(N1)SC(=C2)CC)NCC2=CC=C(C=C2)F (2-(pyrazin-2-yl)-4-(4-fluorobenzylamino)-6-ethyl-thieno-[2,3-d]-pyrimidine). Reaction SMILES: [F:1][C:2]1[CH:9]=[CH:8][C:5]([CH2:6][NH2:7])=[CH:4][CH:3]=1.Cl[C:11]1[C:12]2[CH:25]=[C:24]([CH2:26][CH3:27])[S:23][C:13]=2[N:14]=[C:15]([C:17]2[CH:22]=[N:21][CH:20]=[CH:19][N:18]=2)[N:16]=1>>[N:18]1[CH:19]=[CH:20][N:21]=[CH:22][C:17]=1[C:15]1[N:16]=[C:11]([NH:7][CH2:6][C:5]2[CH:8]=[CH:9][C:2]([F:1])=[CH:3][CH:4]=2)[C:12]2[CH:25]=[C:24]([CH2:26][CH3:27])[S:23][C:13]=2[N:14]=1. Procedure: With the procedure of Example 1, the reaction of 4-fluorobenzylamine with 4-chloro-2-(pyrazin-2-yl)-6-ethyl-thieno-[2,3-d]-pyrimidine yields 2-(pyrazin-2-yl)-4-(4-fluorobenzylamino)-6-ethyl-thieno-[2,3-d]-pyrimidine. The reactants are C1(=C(C(=CC(=C1)C)C)S(=O)(=O)O\N=C(\C)/OCC)C (ethyl (1Z)—N-[(mesitylsulfonyl)oxy]ethanimidoate), O1CCOCC1 (1,4-dioxane), Cl(=O)(=O)(=O)O (Perchloric acid). Run in Ice. The product is NOS(=O)(=O)C1=C(C=C(C=C1C)C)C (2-[(aminooxy)sulfonyl]-1,3,5-trimethylbenzene). RXN SMILES: [C:1]1([CH3:19])[CH:6]=[C:5]([CH3:7])[CH:4]=[C:3]([CH3:8])[C:2]=1[S:9]([O:12]/[N:13]=C(\OCC)/C)(=[O:11])=[O:10].O1CCOCC1.Cl(O)(=O)(=O)=O>>[NH2:13][O:12][S:9]([C:2]1[C:3]([CH3:8])=[CH:4][C:5]([CH3:7])=[CH:6][C:1]=1[CH3:19])(=[O:10])=[O:11]. Procedure: The ethyl (1Z)—N-[(mesitylsulfonyl)oxy]ethanimidoate (5.0 g, 18 mmol) was dissolved in 1,4-dioxane (4.5 mL, 58 mmol) and cooled in an ice bath under nitrogen. Perchloric acid (2.3 mL, 38 mmol) was added drop wise over 3 minutes. The reaction slowly became a thick mixture after 20 minutes. Ice (50 mL) was added to the reaction. The reaction was extracted with ethyl ether. The combined organic layer was washed with brine, dried over potassium carbonate (solid) and the volume was reduced to about 4... Reactants: O (water), C1(C=2C(C(N1)=O)=CC=CC2)=O.[K] (potassium phthalimide), CN(C=O)C (dimethylformamide), CN(C=O)C (dimethylformamide). Reaction conditions: temperature 60 celsius, time 16 hour. Product: C1(C=2C(C(N1C1C(NC3=C(CC1)C=CC=C3)=O)=O)=CC=CC2)=O (4,5-dihydro-3-phthalimido-1H-1-benzazepin-2(3H)-one). As a reaction SMILES: [C:1]1(=[O:11])[NH:5][C:4](=[O:6])[C:3]2=[CH:7][CH:8]=[CH:9][CH:10]=[C:2]12.[K].O.[CH3:14][N:15](C)[CH:16]=[O:17]>>[C:1]1(=[O:11])[N:5]([CH:1]2[CH2:2][CH2:10][C:9]3[CH:8]=[CH:7][CH:3]=[CH:4][C:14]=3[NH:15][C:16]2=[O:17])[C:4](=[O:6])[C:3]2=[CH:7][CH:8]=[CH:9][CH:10]=[C:2]12 |f:0.1,^1:11|. Procedure: 80 g of the product obtained above were suspended in 140 ml of dimethylformamide. A solution of 72.6 g of potassium phthalimide in 205 ml of dimethylformamide was added to the suspension, which was subsequently stirred at 60° C. for 16 hours. For working up, the mixture was cooled to room temperature and 800 ml of water were slowly added dropwise, and the mixture was stirred while cooling in ice for 2 hours. The resulting mass of crystals was filtered out with suction and washed first with a wat... Reactants: CO, COC(=O)c1ccc2c(c1)CC(C)(C)C(c1cccc(S(=O)(=O)NC(C)C)c1)=N2. Yields the product COC(=O)c1ccc2c(c1)CC(C)(C)C(c1cccc(S(=O)(=O)NC(C)C)c1)N2. As a reaction SMILES: [CH3:30][OH:31].[CH:1]([CH3:2])([CH3:3])[NH:4][S:5](=[O:6])(=[O:7])[c:8]1[cH:9][c:10]([C:14]2=[N:15][c:16]3[cH:17][cH:18][c:19]([C:26](=[O:27])[O:28][CH3:29])[cH:20][c:21]3[CH2:22][C:23]2([CH3:24])[CH3:25])[cH:11][cH:12][cH:13]1>>[CH:1]([CH3:2])([CH3:3])[NH:4][S:5](=[O:6])(=[O:7])[c:8]1[cH:9][c:10]([CH:14]2[NH:15][c:16]3[cH:17][cH:18][c:19]([C:26](=[O:27])[O:28][CH3:29])[cH:20][c:21]3[CH2:22][C:23]2([CH3:24])[CH3:25])[cH:11][cH:12][cH:13]1. Starting materials: C(CC(=O)C)(=O)OCC (ethyl acetoacetate), [H-].[Na+] (NaH), COC(C(=NO)Cl)=O (methyl-α-chloro-α-oximinoacetate). Run in C1(=CC=CC=C1)C (toluene), C1(=CC=CC=C1)C (toluene). Reaction conditions: time 3 hour. Product: C(C)OC(=O)C=1C(=NOC1C)C(=O)OC (Methyl 4-ethoxycarbonyl-5-methyl-isoxazole-3-carboxylate). RXN SMILES: [C:1]([O:7][CH2:8][CH3:9])(=[O:6])[CH2:2][C:3]([CH3:5])=[O:4].[H-].[Na+].[CH3:12][O:13][C:14](=[O:19])[C:15](Cl)=[N:16]O>C1(C)C=CC=CC=1>[CH2:8]([O:7][C:1]([C:2]1[C:15]([C:14]([O:13][CH3:12])=[O:19])=[N:16][O:4][C:3]=1[CH3:5])=[O:6])[CH3:9] |f:1.2|. Reported procedure: At room temperature, 39.0 g (0.3 mol) of ethyl acetoacetate in 100 ml of toluene was dripped into 9.9 g (0.33 mol) of NaH (80% strength suspension in white oil), and the mixture was stirred for 3 hours. Subsequently, 41.3 g (0.3 mol) of methyl-α-chloro-α-oximinoacetate in 100 ml of toluene was added and the mixture was stirred for 12 hours at room temperature. The reaction mixture was then transferred to a Soxhlet apparatus (extraction tube filled with 4 Å molecular sieve), 1 g of methanesulfoni... Starting materials: CC1=CC=C(C=N1)O (6-methylpyridin-3-ol), COC(C(F)(F)F)O (trifluoroacetaldehyde methylhemiacetal), C([O-])([O-])=O.[K+].[K+] (potassium carbonate). Reaction conditions: temperature 180 celsius. The product is CC1=CC=C(C(=N1)C(C(F)(F)F)O)O (6-methyl-2-(2,2,2-trifluoro-1-hydroxyethyl)pyridin-3-ol). Yield: 66.1%. Reaction SMILES: [CH3:1][C:2]1[N:7]=[CH:6][C:5]([OH:8])=[CH:4][CH:3]=1.C[O:10][CH:11](O)[C:12]([F:15])([F:14])[F:13].C(=O)([O-])[O-].[K+].[K+]>>[CH3:1][C:2]1[N:7]=[C:6]([CH:11]([OH:10])[C:12]([F:15])([F:14])[F:13])[C:5]([OH:8])=[CH:4][CH:3]=1 |f:2.3.4|. Procedure: A mixture of commercially available 6-methylpyridin-3-ol (500 mg), trifluoroacetaldehyde methylhemiacetal (715 mg) and potassium carbonate (69 mg) was heated in a microwave reactor at 180° C. for 3 min. The reaction mixture was partitioned between ethyl acetate and water. The aqueous layer was extracted with ethyl acetate. The combined organics were dried over anhydrous sodium sulfate, filtered, and concentrated. The crude product was purified by silica gel chromatography using 1:1 hexane:ethyl ... Starting materials: CC(=O)O, CO, O=CCCl, Cl, [Na+], O=C([O-])O, OC1CCNC1. The product is OC1CCN(CCCl)C1. RXN SMILES: [C:18]([OH:19])(=[O:20])[CH3:21].[CH3:16][OH:17].[Cl:7][CH2:8][CH:9]=[O:10].[ClH:22].[Na+:15].[O-:11][C:12]([OH:13])=[O:14].[OH:1][CH:2]1[CH2:3][NH:4][CH2:5][CH2:6]1>>[OH:1][CH:2]1[CH2:3][N:4]([CH2:9][CH2:8][Cl:7])[CH2:5][CH2:6]1.